Dataset: the Open Reaction Database (ORD), a public repository of structured organic reaction records. Task: describe an organic reaction: reactants, conditions, products, and yield Reactants: C(CCCCCCCCC(=O)OC1CC(NC(C1)(C)C)(C)C)(=O)OC1CC(NC(C1)(C)C)(C)C (di-(2,2,6,6-tetramethylpiperidin-4-yl) sebacate), CCCCCCCC (n-octane), C(C)(C)(C)OO (tert-butyl hydroperoxide), CCCCCCCC (n-octane), O (water), C(C)(C)(C)OO (tert-butyl hydroperoxide). Reagents/catalysts: [C-]#[O+].[C-]#[O+].[C-]#[O+].[C-]#[O+].[C-]#[O+].[C-]#[O+].[Mo] (molybdenum hexacarbonyl). The solvent is C(C)(=O)OCC (ethyl acetate). Reaction conditions: temperature 115 celsius. The product is C(CCCCCCCCC(=O)OC1CC(N(C(C1)(C)C)OCCCCCCCC)(C)C)(=O)OC1CC(N(C(C1)(C)C)OCCCCCCCC)(C)C (Di-(1-octyloxy-2,2,6,6-tetramethylpiperidin-4-yl) Sebacate). Yield: 67.0%. RXN SMILES: [C:1]([O:24][CH:25]1[CH2:30][C:29]([CH3:32])([CH3:31])[NH:28][C:27]([CH3:34])([CH3:33])[CH2:26]1)(=[O:23])[CH2:2][CH2:3][CH2:4][CH2:5][CH2:6][CH2:7][CH2:8][CH2:9][C:10]([O:12][CH:13]1[CH2:18][C:17]([CH3:20])([CH3:19])[NH:16][C:15]([CH3:22])([CH3:21])[CH2:14]1)=[O:11].[CH3:35][CH2:36][CH2:37][CH2:38][CH2:39][CH2:40][CH2:41][CH3:42].[C:43]([O:47]O)([CH3:46])(C)C.[OH2:49]>C(OCC)(=O)C.[C-]#[O+].[C-]#[O+].[C-]#[O+].[C-]#[O+].[C-]#[O+].[C-]#[O+].[Mo]>[C:1]([O:24][CH:25]1[CH2:30][C:29]([CH3:32])([CH3:31])[N:28]([O:47][CH2:43][CH2:46][CH2:1][CH2:2][CH2:3][CH2:4][CH2:5][CH3:6])[C:27]([CH3:34])([CH3:33])[CH2:26]1)(=[O:23])[CH2:2][CH2:3][CH2:4][CH2:5][CH2:6][CH2:7][CH2:8][CH2:9][C:10]([O:12][CH:13]1[CH2:18][C:17]([CH3:19])([CH3:20])[N:16]([O:49][CH2:35][CH2:36][CH2:37][CH2:38][CH2:39][CH2:40][CH2:41][CH3:42])[C:15]([CH3:21])([CH3:22])[CH2:14]1)=[O:11] |f:5.6.7.8.9.10.11|. Procedure details: A mixture of 15.0 g (31.2 mmol) of di-(2,2,6,6-tetramethylpiperidin-4-yl) sebacate, 0.7 g of molybdenum hexacarbonyl and 115 ml of n-octane is heated to 115° C. To this mixture is added 21.9 g (219 mmol) of 90% aqueous tert-butyl hydroperoxide over a 30-minute period. The reaction mixture is maintained at reflux during the addition and water is collected in a Dean-Stark trap. The red reaction mixture is heated at reflux for 6 hours after the addition is complete. The orange mixture is cooled to ... The reactants are CC(=O)O[BH-](OC(C)=O)OC(C)=O, COC(CN)OC, ClCCCl, [Na+], CC(C)(C)OC(=O)N1CCC(=O)CC1. Yields the product COC(CNC1CCN(C(=O)OC(C)(C)C)CC1)OC. As a reaction SMILES: [C:22]([O:23][BH-:24]([O:25][C:26](=[O:27])[CH3:28])[O:29][C:30](=[O:31])[CH3:32])(=[O:33])[CH3:34].[CH3:15][O:16][CH:17]([CH2:18][NH2:19])[O:20][CH3:21].[Cl:36][CH2:37][CH2:38][Cl:39].[Na+:35].[O:1]=[C:2]1[CH2:3][CH2:4][N:5]([C:8](=[O:9])[O:10][C:11]([CH3:12])([CH3:13])[CH3:14])[CH2:6][CH2:7]1>>[CH:2]1([NH:19][CH2:18][CH:17]([O:16][CH3:15])[O:20][CH3:21])[CH2:3][CH2:4][N:5]([C:8](=[O:9])[O:10][C:11]([CH3:12])([CH3:13])[CH3:14])[CH2:6][CH2:7]1. Starting materials: CO, CC(=O)[O-], COc1ccc(C(=O)CBr)cc1, [K+], O. The product is COc1ccc(C(=O)COC(C)=O)cc1. RXN SMILES: [CH3:19][OH:20].[CH3:2][C:3]([O-:4])=[O:5].[CH3:6][O:7][c:8]1[cH:9][cH:10][c:11]([C:12]([CH2:13][Br:14])=[O:15])[cH:16][cH:17]1.[K+:1].[OH2:18]>>[CH3:2][C:3]([O:4][CH2:13][C:12]([c:11]1[cH:10][cH:9][c:8]([O:7][CH3:6])[cH:17][cH:16]1)=[O:15])=[O:5]. Starting materials: CO, ClCCl, Cc1ccc(-c2cncc(C(=O)O)c2)c(F)c1, O=C(OO)c1cccc(Cl)c1. Product: Cc1ccc(-c2cc(C(=O)O)c[n+]([O-])c2)c(F)c1. Reaction SMILES: [CH3:32][OH:33].[Cl:29][CH2:30][Cl:31].[F:1][c:2]1[c:3](-[c:9]2[cH:10][n:11][cH:12][c:13]([C:14](=[O:15])[OH:16])[cH:17]2)[cH:4][cH:5][c:6]([CH3:8])[cH:7]1.[OH:18][O:19][C:20]([c:21]1[cH:22][c:23]([Cl:24])[cH:25][cH:26][cH:27]1)=[O:28]>>[F:1][c:2]1[c:3](-[c:9]2[cH:10][n+:11]([O-:18])[cH:12][c:13]([C:14](=[O:15])[OH:16])[cH:17]2)[cH:4][cH:5][c:6]([CH3:8])[cH:7]1.